From a dataset of the Open Reaction Database (ORD), a public repository of structured organic reaction records. describe an organic reaction: reactants, conditions, products, and yield Reported procedure: 2.78 g. of 6-ethoxy-1-ethyl-3-methyl-1H-pyrazolo-[3,4-b]pyrazine-5-carboxylic acid ethyl ester (0.01 mol.) dissolved in 20 ml. of ethanol are added to 20 ml. of aqueous sodium hydroxide (2.5 N) and the solution is allowed to stand overnight. After the vacuum removal of the alcohol, the solution is acidified with concentrated hydrochloric acid, the precipitated 6-ethoxy-1-ethyl-3methyl-1H-pyrazolo[3,4-b]pyrazine-5-carboxylic acid is filtered off, washed with water and dried at 70°, yield 2 g. (80... Reaction conditions: time 8 hour. Yields the product C(C)OC1=C(N=C2C(=N1)N(N=C2C)CC)C(=O)O (6-Ethoxy-1-ethyl-3-methyl-1H-pyrazolo[3,4-b]pyrazine-5-carboxylic acid). RXN SMILES: C([O:3][C:4]([C:6]1[N:7]=[C:8]2[C:17]([CH3:18])=[N:16][N:15]([CH2:19][CH3:20])[C:9]2=[N:10][C:11]=1[O:12][CH2:13][CH3:14])=[O:5])C.[OH-].[Na+]>C(O)C>[CH2:13]([O:12][C:11]1[N:10]=[C:9]2[N:15]([CH2:19][CH3:20])[N:16]=[C:17]([CH3:18])[C:8]2=[N:7][C:6]=1[C:4]([OH:5])=[O:3])[CH3:14] |f:1.2|. Reactants: C(C)OC(=O)C=1N=C2C(=NC1OCC)N(N=C2C)CC (6-ethoxy-1-ethyl-3-methyl-1H-pyrazolo-[3,4-b]pyrazine-5-carboxylic acid ethyl ester), [OH-].[Na+] (sodium hydroxide). The solvent is C(C)O (ethanol). Reactants: [Cl-], FC(F)(F)c1ccc(Cl)nc1, N. The product is Nc1ccc(C(F)(F)F)cn1. RXN SMILES: [Cl-:12].[Cl:1][c:2]1[n:3][cH:4][c:5]([C:8]([F:9])([F:10])[F:11])[cH:6][cH:7]1.[NH3:13]>>[c:2]1([NH2:13])[n:3][cH:4][c:5]([C:8]([F:9])([F:10])[F:11])[cH:6][cH:7]1.